From a dataset of the Open Reaction Database (ORD), a public repository of structured organic reaction records. describe an organic reaction: reactants, conditions, products, and yield Reactants: C(C)(=O)OC1=C(C(=O)OCCCNC(=O)OCC2=CC=CC=C2)C=CC=C1 (3-(benzyloxycarbonylamino)propyl 2-acetoxybenzoate). The reagents and catalysts are [Pd] (Pd/C). Solvent: CO (CH3OH). Conditions: time 16 hour. The product is C(C)(=O)OC1=C(C(=O)OCCCN)C=CC=C1 (3-aminopropyl 2-acetoxybenzoate). RXN SMILES: [C:1]([O:4][C:5]1[CH:27]=[CH:26][CH:25]=[CH:24][C:6]=1[C:7]([O:9][CH2:10][CH2:11][CH2:12][NH:13]C(OCC1C=CC=CC=1)=O)=[O:8])(=[O:3])[CH3:2]>[Pd].CO>[C:1]([O:4][C:5]1[CH:27]=[CH:26][CH:25]=[CH:24][C:6]=1[C:7]([O:9][CH2:10][CH2:11][CH2:12][NH2:13])=[O:8])(=[O:3])[CH3:2]. Reported procedure: A mixture of 3-(benzyloxycarbonylamino)propyl 2-acetoxybenzoate (2.0 g, 5.4 mmol), 10% Pd/C (0.2 g) and CH3OH (50 mL) was stirred under a H2 atmosphere (RT, 16 h). The mixture was filtered and concentrated under reduced pressure to afford a colorless oil. Purification by silica chromatography afforded 3-aminopropyl 2-acetoxybenzoate as a colorless oil. Mass calculated for C12H15NO4=237.25. found: [M+H]+=238.3.